From a dataset of the Open Reaction Database (ORD), a public repository of structured organic reaction records. describe an organic reaction: reactants, conditions, products, and yield The reactants are CCCCNc1cc(C=NO)cc(S(N)(=O)=O)c1Oc1ccccc1, CC(=O)O, [Cl-], Cl, O, O. Yields the product CCCCNc1cc(CN)cc(S(N)(=O)=O)c1Oc1ccccc1, Cl. RXN SMILES: [CH2:1]([CH2:2][CH2:3][CH3:4])[NH:5][c:6]1[cH:7][c:8]([CH:9]=[N:10][OH:11])[cH:12][c:13]([S:22]([NH2:23])(=[O:24])=[O:25])[c:14]1[O:15][c:16]1[cH:17][cH:18][cH:19][cH:20][cH:21]1.[CH3:30][C:31](=[O:32])[OH:33].[Cl-:28].[ClH:29].[OH2:26].[OH2:27]>>[CH2:1]([CH2:2][CH2:3][CH3:4])[NH:5][c:6]1[cH:7][c:8]([CH2:9][NH2:10])[cH:12][c:13]([S:22]([NH2:23])(=[O:24])=[O:25])[c:14]1[O:15][c:16]1[cH:17][cH:18][cH:19][cH:20][cH:21]1.[ClH:28].